This data is from the Open Reaction Database (ORD), a public repository of structured organic reaction records. The task is: describe an organic reaction: reactants, conditions, products, and yield The solvent is N1=CC=CC=C1 (pyridine), CS(=O)C (dimethyl sulfoxide). Starting materials: C(=O)(OCC)C=P(C1=CC=CC=C1)(C1=CC=CC=C1)C1=CC=CC=C1 (carbethoxymethylenetriphenylphosphorane), ClC(C(=O)O)Cl (dichloroacetic acid), C(C)(=O)O[C@H]1C[C@@H](O[C@@H]1C)N1C(=O)NC(=O)C(=C1)CC (3'-O-acetyl-2',5'-dideoxy-5-ethyluridine), C1(CCCCC1)N=C=NC1CCCCC1 (dicyclohexylcarbodiimide). Procedure details: 1.9 g of dichloroacetic acid were added to a mixture of 8.95 g of 3'-O-acetyl-2',5'-dideoxy-5-ethyluridine and 18.6 g of dicyclohexylcarbodiimide in 75 ml of dimethyl sulfoxide. The mixture was stirred at room temperature for 24 hours. 1.2 ml of pyridine and 10.5 g of carbethoxymethylenetriphenylphosphorane were added and the mixture was stirred at room temperature for an additional 24 hours. The solvent was removed in vacuo and the residue was dissolved in 300 ml of ethyl acetate. The solution ... Reaction conditions: time 24 hour. The product is C(C)(=O)O[C@H]1C[C@@H](O[C@@H]1/C=C/C(=O)OCC)N1C(=O)NC(=O)C(=C1)CC (trans-3'-O-acetyl-2',5'-dideoxy-5'-(ethoxycarbonylmethylene)-5-ethyluridine). As a reaction SMILES: ClC(Cl)C(O)=O.[C:7]([O:10][C@@H:11]1[C@@H:15]([CH3:16])[O:14][C@@H:13]([N:17]2[CH:24]=[C:23]([CH2:25][CH3:26])[C:21](=[O:22])[NH:20][C:18]2=[O:19])[CH2:12]1)(=[O:9])[CH3:8].C1(N=C=NC2CCCCC2)CCCCC1.[C:42]([CH:47]=P(C1C=CC=CC=1)(C1C=CC=CC=1)C1C=CC=CC=1)([O:44][CH2:45][CH3:46])=[O:43]>CS(C)=O.N1C=CC=CC=1>[C:7]([O:10][C@@H:11]1[C@@H:15](/[CH:16]=[CH:47]/[C:42]([O:44][CH2:45][CH3:46])=[O:43])[O:14][C@@H:13]([N:17]2[CH:24]=[C:23]([CH2:25][CH3:26])[C:21](=[O:22])[NH:20][C:18]2=[O:19])[CH2:12]1)(=[O:9])[CH3:8]. Yield: 66.1%. The reactants are [Br-], C1CCOC1, COC(=S)c1cccc(CC2CCCN2C(=O)Cc2ccc(NC(=O)Nc3ccccc3C)c(OC)c2)c1, Cl, [K+], [Li+], [OH-], O. Yields the product COc1cc(CC(=O)N2CCCC2Cc2cccc(C(O)=S)c2)ccc1NC(=O)Nc1ccccc1C. As a reaction SMILES: [Br-:42].[CH2:44]1[O:45][CH2:46][CH2:47][CH2:48]1.[CH3:1][O:2][c:3]1[cH:4][c:5]([CH2:20][C:21](=[O:22])[N:23]2[CH:24]([CH2:28][c:29]3[cH:30][c:31]([C:32](=[S:33])[O:34][CH3:35])[cH:36][cH:37][cH:38]3)[CH2:25][CH2:26][CH2:27]2)[cH:6][cH:7][c:8]1[NH:9][C:10](=[O:11])[NH:12][c:13]1[c:14]([CH3:19])[cH:15][cH:16][cH:17][cH:18]1.[ClH:41].[K+:43].[Li+:40].[OH-:39].[OH2:49]>>[CH3:1][O:2][c:3]1[cH:4][c:5]([CH2:20][C:21](=[O:22])[N:23]2[CH:24]([CH2:28][c:29]3[cH:30][c:31]([C:32](=[S:33])[OH:34])[cH:36][cH:37][cH:38]3)[CH2:25][CH2:26][CH2:27]2)[cH:6][cH:7][c:8]1[NH:9][C:10](=[O:11])[NH:12][c:13]1[c:14]([CH3:19])[cH:15][cH:16][cH:17][cH:18]1. Reactants: O=C1CC2(CCCC2)CC(=O)N1OCCCBr, Cc1ccsc1N1CCNCC1, CC#N, CCN(C(C)C)C(C)C. Product: Cc1ccsc1N1CCN(CCCON2C(=O)CC3(CCCC3)CC2=O)CC1. As a reaction SMILES: [Br:1][CH2:2][CH2:3][CH2:4][O:5][N:6]1[C:7](=[O:17])[CH2:8][C:9]2([CH2:10][CH2:11][CH2:12][CH2:13]2)[CH2:14][C:15]1=[O:16].[CH3:18][c:19]1[c:20]([N:24]2[CH2:25][CH2:26][NH:27][CH2:28][CH2:29]2)[s:21][cH:22][cH:23]1.[CH3:39][C:40]#[N:41].[CH:30]([N:31]([CH:32]([CH3:33])[CH3:34])[CH2:35][CH3:36])([CH3:37])[CH3:38]>>[CH2:2]([CH2:3][CH2:4][O:5][N:6]1[C:7](=[O:17])[CH2:8][C:9]2([CH2:10][CH2:11][CH2:12][CH2:13]2)[CH2:14][C:15]1=[O:16])[N:27]1[CH2:26][CH2:25][N:24]([c:20]2[c:19]([CH3:18])[cH:23][cH:22][s:21]2)[CH2:29][CH2:28]1.